Dataset: the Open Reaction Database (ORD), a public repository of structured organic reaction records. Task: describe an organic reaction: reactants, conditions, products, and yield Reaction SMILES: [CH3:18][C:19](=[O:20])[OH:21].[Cl:1][c:2]1[c:3]([N+:14]([O-:15])=[O:16])[cH:4][c:5]([CH:8]2[CH2:9][C:10](=[O:13])[NH:11][CH2:12]2)[cH:6][cH:7]1.[Fe:17]>>[Cl:1][c:2]1[c:3]([NH2:14])[cH:4][c:5]([CH:8]2[CH2:9][C:10](=[O:13])[NH:11][CH2:12]2)[cH:6][cH:7]1. Reactants: CC(=O)O, O=C1CC(c2ccc(Cl)c([N+](=O)[O-])c2)CN1, [Fe]. The product is Nc1cc(C2CNC(=O)C2)ccc1Cl. The reactants are C(C)(C)(C)OC(=O)N1C[C@@H]([C@H](C1)CN(C(CC1=CC=CC=C1)=O)C)CN(C(C1=CC(=C(C=C1)OC)OCCCOC)=O)C(C)C ((3S,4S)-3-({isopropyl-[4-methoxy-3-(3-methoxy-propoxy)-benzoyl]-amino}-methyl)-4-[(methyl-phenylacetyl-amino)-methyl]-pyrrolidine-1-carboxylic acid tert-butyl ester). Run in C(C)O (ethanol), C(C)O (ethanol). Product: C(C)(C)(C)OC(=O)N1C[C@H]([C@@H](C1)CN(C(CC1=CC=CC=C1)=O)C)CN(C(C1=CC(=C(C=C1)OC)OCCCOC)=O)C(C)C ((3R,4R)-3-({Isopropyl-[4-methoxy-3-(3-methoxy-propoxy)-benzoyl]-amino}-methyl)-4-[(methyl-phenylacetyl-amino)-methyl]-pyrrolidine-1-carboxylic acid tert-butyl ester). As a reaction SMILES: [C:1]([O:5][C:6]([N:8]1[CH2:12][C@H:11]([CH2:13][N:14]([CH3:24])[C:15](=[O:23])[CH2:16][C:17]2[CH:22]=[CH:21][CH:20]=[CH:19][CH:18]=2)[C@@H:10]([CH2:25][N:26]([CH:43]([CH3:45])[CH3:44])[C:27](=[O:42])[C:28]2[CH:33]=[CH:32][C:31]([O:34][CH3:35])=[C:30]([O:36][CH2:37][CH2:38][CH2:39][O:40][CH3:41])[CH:29]=2)[CH2:9]1)=[O:7])([CH3:4])([CH3:3])[CH3:2]>C(O)C>[C:1]([O:5][C:6]([N:8]1[CH2:12][C@@H:11]([CH2:13][N:14]([CH3:24])[C:15](=[O:23])[CH2:16][C:17]2[CH:22]=[CH:21][CH:20]=[CH:19][CH:18]=2)[C@H:10]([CH2:25][N:26]([CH:43]([CH3:45])[CH3:44])[C:27](=[O:42])[C:28]2[CH:33]=[CH:32][C:31]([O:34][CH3:35])=[C:30]([O:36][CH2:37][CH2:38][CH2:39][O:40][CH3:41])[CH:29]=2)[CH2:9]1)=[O:7])([CH3:3])([CH3:4])[CH3:2]. Reported procedure: Racemic (3R*,4R*)-3-({isopropyl-[4-methoxy-3-(3-methoxy-propoxy)-benzoyl]-amino}-methyl)-4-[(methyl-phenylacetyl-amino)-methyl]-pyrrolidine-1-carboxylic acid tert-butyl ester is separated into the single enantiomers by preparative chiral HPLC on a Chiralpak AD-H column (4.6×250 mm, 5 μM particle size; flow rate 1 mL/min, UV=210 nM, injection=1.7 g in 5 mL ethanol and using ethanol as the eluent to give the enantiomerically pure title compound: tR (HPLC, Chiralpak AD-H, HPLC 250×4.6 mm, ethanol, ...